Dataset: the Open Reaction Database (ORD), a public repository of structured organic reaction records. Task: describe an organic reaction: reactants, conditions, products, and yield Starting materials: [N+](=O)([O-])C1=C(C=CC=C1[N+](=O)[O-])O (2,3-Dinitro-phenol), C(=O)([O-])[O-].[K+].[K+] (K2CO3), BrCCOC (1-bromo-2-methoxy-ethane), C(=O)([O-])[O-].[K+].[K+] (K2CO3), BrCCOC (1-bromo-2-methoxy-ethane). Run in CC(=O)C (acetone). Product: COCCOC1=C(C(=CC=C1)[N+](=O)[O-])[N+](=O)[O-] (1-(2-Methoxy-ethoxy)-2,3-dinitro-benzene). Reaction SMILES: [N+:1]([C:4]1[C:9]([N+:10]([O-:12])=[O:11])=[CH:8][CH:7]=[CH:6][C:5]=1[OH:13])([O-:3])=[O:2].C([O-])([O-])=O.[K+].[K+].Br[CH2:21][CH2:22][O:23][CH3:24]>CC(C)=O>[CH3:24][O:23][CH2:22][CH2:21][O:13][C:5]1[CH:6]=[CH:7][CH:8]=[C:9]([N+:10]([O-:12])=[O:11])[C:4]=1[N+:1]([O-:3])=[O:2] |f:1.2.3|. Reported procedure: 1.50 g (8.15 mmol) 2,3-Dinitro-phenol were dissolved in 75 mL acetone. Subsequently 1.69 g (12.22 mol) K2CO3, 135.3 mg KI (0.81 mmol) and 0.93 mL (9.77 mmol) 1-bromo-2-methoxy-ethane were added. The reaction mixture was refluxed for 8 h. After that time further 1.69 g (12.22 mol) K2CO3, 400 mg KI and 0.93 mL (9.77 mmol) 1-bromo-2-methoxy-ethane were added. The resulting mixture was refluxed for 16 h and then concentrated under reduced pressure. The residue was dissolved in warm ethyl acetate and... Reactants: hydroxy ester, NC1=C(C=CC=C1)O (o-aminophenol), hydroxy ester, C(C(=C)CC(=O)OC)(=O)OC (dimethyl itaconate), O(C(C)C)C(C)C ((i-Pr)2O), [NH4+].[OH-] (NH4OH). Run in CCOC(=O)C (EtOAc). Product: OC1=C(C=CC=C1)NC(=O)C1CC(NC1)=O (N-(2-HYDROXYPHENYL)-2-OXOPYRROLIDINE-4-CARBOXAMIDE). RXN SMILES: [NH2:1][C:2]1[CH:7]=[CH:6][CH:5]=[CH:4][C:3]=1[OH:8].[C:9]([O:18]C)(=O)[C:10]([CH2:12][C:13](OC)=[O:14])=[CH2:11].O(C(C)C)C(C)C.[NH4+:27].[OH-]>CCOC(C)=O>[OH:8][C:3]1[CH:4]=[CH:5][CH:6]=[CH:7][C:2]=1[NH:1][C:9]([CH:10]1[CH2:11][NH:27][C:13](=[O:14])[CH2:12]1)=[O:18] |f:3.4|. Procedure: A mixture of 21.8 g. (0.2 mole) of o-aminophenol and 31.6 g. (0.2 mole) of dimethyl itaconate in a 500 ml. round bottomed flask was heated to 190° for 1 hr. and volatile by-products were allowed to escape. The residue was taken up in 150 ml. of boiling EtOAc and diluted with 300 ml. of (i-Pr)2O. After the solution had cooled, it was clarified by filtration, evaported to a volume of 100 ml., and chilled at 5°. The tan crystalline solid was collected on a filter, and dried in air to give 22 g. of ... Starting materials: C(C)(C)S(=O)(=O)C1=CC=C(C=C1)C=1N=C(C(=NC1)N)C=1OC(=NN1)C=1SC(=CC1)CNC (5-(4-isopropylsulfonylphenyl)-3-[5-[5-(methylaminomethyl)-2-thienyl]-1,3,4-oxadiazol-2-yl]pyrazin-2-amine), C(C)(C)NCC1=CC=C(S1)C1=NN=C(O1)C=1C(=NC=C(N1)C1=CC=C(C=C1)S(=O)(=O)C(C)C)N (3-[5-[5-[(isopropylamino)methyl]-2-thienyl]-1,3,4-oxadiazol-2-yl]-5-(4-isopropylsulfonylphenyl)pyrazin-2-amine), C(C)(C)S(=O)(=O)C1=CC=C(C=C1)C=1N=C(C(=NC1)N)C=1OC(=NN1)C=1SC=C(C1)CNC (5-(4-isopropylsulfonylphenyl)-3-[5-[4-(methylaminomethyl)-2-thienyl]-1,3,4-oxadiazol-2-yl]pyrazin-2-amine), FC(CNCC1=CC=C(S1)C1=NN=C(O1)C=1C(=NC=C(N1)C1=CC=C(C=C1)S(=O)(=O)C(C)C)N)F (3-[5-[5-[(2,2-difluoroethylamino)methyl]-2-thienyl]-1,3,4-oxadiazol-2-yl]-5-(4-isopropylsulfonylphenyl)pyrazin-2-amine). Yields the product C(C)NCC1=CC=C(S1)C1=NN=C(O1)C=1C(=NC=C(N1)C1=CC=C(C=C1)S(=O)(=O)C(C)C)N (3-[5-[5-(ethylaminomethyl)-2-thienyl]-1,3,4-oxadiazol-2-yl]-5-(4-isopropylsulfonylphenyl)pyrazin-2-amine). As a reaction SMILES: C(S(C1C=CC(C2N=C(C3OC(C4SC(CNC)=CC=4)=NN=3)C(N)=NC=2)=CC=1)(=O)=O)(C)C.C(S(C1C=CC(C2N=C(C3OC(C4SC=C(CNC)C=4)=NN=3)C(N)=NC=2)=CC=1)(=O)=O)(C)C.F[CH:66](F)[CH2:67][NH:68][CH2:69][C:70]1[S:74][C:73]([C:75]2[O:79][C:78]([C:80]3[C:81]([NH2:98])=[N:82][CH:83]=[C:84]([C:86]4[CH:91]=[CH:90][C:89]([S:92]([CH:95]([CH3:97])[CH3:96])(=[O:94])=[O:93])=[CH:88][CH:87]=4)[N:85]=3)=[N:77][N:76]=2)=[CH:72][CH:71]=1.C(NCC1SC(C2OC(C3C(N)=NC=C(C4C=CC(S(C(C)C)(=O)=O)=CC=4)N=3)=NN=2)=CC=1)(C)C>>[CH2:67]([NH:68][CH2:69][C:70]1[S:74][C:73]([C:75]2[O:79][C:78]([C:80]3[C:81]([NH2:98])=[N:82][CH:83]=[C:84]([C:86]4[CH:91]=[CH:90][C:89]([S:92]([CH:95]([CH3:97])[CH3:96])(=[O:94])=[O:93])=[CH:88][CH:87]=4)[N:85]=3)=[N:77][N:76]=2)=[CH:72][CH:71]=1)[CH3:66]. Procedure: Compound IA-140 5-(4-isopropylsulfonylphenyl)-3-[5-[5-(methylaminomethyl)-2-thienyl]-1,3,4-oxadiazol-2-yl]pyrazin-2-amine 1H NMR (400 MHz, DMSO) d 1.22 (d, 6H), 2.65 (s, 3H), 3.42-3.46 (m, 1H), 4.5 (s, 2H), 7.5 (d, 1H), 8.0 (d, 1H), 8.05 (d, 1H), 8.4 (d, 1H), 9.05 (br s, 2H) and 9.1 (s, 1H) ppm; MS (ES+) 471.3 Compound IA-226 5-(4-isopropylsulfonylphenyl)-3-[5-[4-(methylaminomethyl)-2-thienyl]-1,3,4-oxadiazol-2-yl]pyrazin-2-amine 1H NMR (400 MHz, MeOD) d 1.4 (d, 6H), 2.8 (s, 3H), 4.4 (s, 2H), 3.... Reactants: Cl (HCl), COC1=CC=C(C=N1)NC1=NC=C(C=O)C=C1C1=C2N=CN(C2=NC(=N1)C)C1OCCCC1 (6-(6-Methoxypyridin-3-ylamino)-5-(2-methyl-9-(tetrahydro-2H-pyran-2-yl)-9H-purin-6-yl)nicotinaldehyde), C(=O)(C(F)(F)F)O (TFA), [BH4-].[Na+] (sodium borohydride), Cl (HCl), NCC=1C=NC=CC1 (3-(aminomethyl)pyridine). Reagents/catalysts: C(C)(C)O[Ti](OC(C)C)(OC(C)C)OC(C)C (tetraisopropoxytitanium). Run in CO (MeOH), CO (MeOH), C(Cl)Cl (DCM), CO (MeOH), CO (MeOH), C(C)O (ethanol), ClCCl (dichloromethane). Run at time 85 minute. Product: COC1=CC=C(C=N1)NC1=NC=C(C=C1C1=C2N=CNC2=NC(=N1)C)CNCC=1C=NC=CC1 (N-(6-methoxypyridin-3-yl)-3-(2-methyl-9H-purin-6-yl)-5-((pyridin-3-ylmethylamino)methyl)pyridin-2-amine). Isolated yield 101.3%. As a reaction SMILES: [CH3:1][O:2][C:3]1[N:8]=[CH:7][C:6]([NH:9][C:10]2[C:17]([C:18]3[N:26]=[C:25]([CH3:27])[N:24]=[C:23]4[C:19]=3[N:20]=[CH:21][N:22]4C3CCCCO3)=[CH:16][C:13]([CH:14]=O)=[CH:12][N:11]=2)=[CH:5][CH:4]=1.[NH2:34][CH2:35][C:36]1[CH:37]=[N:38][CH:39]=[CH:40][CH:41]=1.[BH4-].[Na+].Cl.C(O)(C(F)(F)F)=O>ClCCl.C(O)C.CO.C(O[Ti](OC(C)C)(OC(C)C)OC(C)C)(C)C>[CH3:1][O:2][C:3]1[N:8]=[CH:7][C:6]([NH:9][C:10]2[C:17]([C:18]3[N:26]=[C:25]([CH3:27])[N:24]=[C:23]4[C:19]=3[N:20]=[CH:21][NH:22]4)=[CH:16][C:13]([CH2:14][NH:34][CH2:35][C:36]3[CH:37]=[N:38][CH:39]=[CH:40][CH:41]=3)=[CH:12][N:11]=2)=[CH:5][CH:4]=1 |f:2.3|. Procedure: 6-(6-Methoxypyridin-3-ylamino)-5-(2-methyl-9-(tetrahydro-2H-pyran-2-yl)-9H-purin-6-yl)nicotinaldehyde (113.7 mg, 0.255 mmol) was suspended in dichloromethane (1.3 mL) and ethanol (1.3 mL), and 3-(aminomethyl)pyridine (0.080 mL, 0.79 mmol) and tetraisopropoxytitanium (0.23 mL, 0.78 mmol) were added. The reaction was stirred under nitrogen at room temperature. After 85 min, sodium borohydride (33.8 mg, 0.893 mmol) and MeOH (1 mL) were added, and stirring was continued at room temperature. After an... Reactants: [K+], NC1CCc2ccccc2NC1=O, [Na+], [Na+], O=[N+]([O-])[O-], O=C([O-])[O-], O=S(=O)(O)O. Yields the product NC1CCc2cc([N+](=O)[O-])ccc2NC1=O. Reaction SMILES: [K+:14].[NH2:1][CH:2]1[C:3](=[O:13])[NH:4][c:5]2[c:6]([cH:9][cH:10][cH:11][cH:12]2)[CH2:7][CH2:8]1.[Na+:19].[Na+:20].[O-:15][N+:16]([O-:17])=[O:18].[O-:21][C:22](=[O:23])[O-:24].[S:25](=[O:26])(=[O:27])([OH:28])[OH:29]>>[NH2:1][CH:2]1[C:3](=[O:13])[NH:4][c:5]2[c:6]([cH:9][c:10]([N+:16](=[O:15])[O-:17])[cH:11][cH:12]2)[CH2:7][CH2:8]1. Starting materials: C(C)N1C2=C(C=3C=CC=CC13)S(N(C(=C2O)C(=O)OC)C)(=O)=O (methyl 5-ethyl-2,5-dihydro-4-hydroxy-2-methyl-1,2-thiazino[5,6-b]indole-3-carboxylate-1,1-dioxide), NC1=CC=CC=C1 (aniline). Run in C=1(C(=CC=CC1)C)C (xylene). Product: C(C)N1C2=C(C=3C=CC=CC13)S(N(C(=C2O)C(=O)NC2=CC=CC=C2)C)(=O)=O (5-Ethyl-2,5-dihydro-4-hydroxy-2-methyl-N-phenyl-1,2-thiazino-[5,6-b]indole-3-carboxamide-1,1-dioxide). Yield: 56.0%. Reaction SMILES: [CH2:1]([N:3]1[C:11]2[CH:10]=[CH:9][CH:8]=[CH:7][C:6]=2[C:5]2[S:12](=[O:23])(=[O:22])[N:13]([CH3:21])[C:14]([C:17]([O:19]C)=O)=[C:15]([OH:16])[C:4]1=2)[CH3:2].[NH2:24][C:25]1[CH:30]=[CH:29][CH:28]=[CH:27][CH:26]=1>C1(C)C(C)=CC=CC=1>[CH2:1]([N:3]1[C:11]2[CH:10]=[CH:9][CH:8]=[CH:7][C:6]=2[C:5]2[S:12](=[O:23])(=[O:22])[N:13]([CH3:21])[C:14]([C:17]([NH:24][C:25]3[CH:30]=[CH:29][CH:28]=[CH:27][CH:26]=3)=[O:19])=[C:15]([OH:16])[C:4]1=2)[CH3:2]. Procedure: 5-Ethyl-2,5-dihydro-4-hydroxy-2-methyl-N-phenyl-1,2-thiazino-[5,6-b]indole-3-carboxamide-1,1-dioxide was prepared analogous to Example 15 from methyl 5-ethyl-2,5-dihydro-4-hydroxy-2-methyl-1,2-thiazino[5,6-b]indole-3-carboxylate-1,1-dioxide and aniline a yield of 56% of theory. M.p.: 268° C. (decomposition; from xylene). The reactants are O=C(n1ccnc1)n1ccnc1, O=C([O-])O, CN(C)C=O, Nc1cc(F)cc(F)c1, [Na+], O=C(O)c1ccccn1. Product: O=C(Nc1cc(F)cc(F)c1)c1ccccn1. As a reaction SMILES: [C:10]([n:11]1[cH:12][cH:13][n:14][cH:15]1)([n:16]1[cH:17][cH:18][n:19][cH:20]1)=[O:21].[C:31](=[O:32])([OH:33])[O-:34].[CH3:36][N:37]([CH3:38])[CH:39]=[O:40].[F:22][c:23]1[cH:24][c:25]([NH2:26])[cH:27][c:28]([F:30])[cH:29]1.[Na+:35].[OH:1][C:2](=[O:3])[c:4]1[cH:5][cH:6][cH:7][cH:8][n:9]1>>[C:2](=[O:3])([c:4]1[cH:5][cH:6][cH:7][cH:8][n:9]1)[NH:26][c:25]1[cH:24][c:23]([F:22])[cH:29][c:28]([F:30])[cH:27]1. Reactants: ClC1=CC=C(C=C1)C(C(=O)NC1=C(C=CC=C1)C1=CC(=C(C=C1)O)OC)OCC#C (2-(4-chloro-phenyl)-N-(4′-hydroxy-3′-methoxy-biphenyl-2-yl)-2-prop-2-ynyloxy-acetamide), solution, C[O-].[Na+] (sodium methoxide), C(C#CCC)Cl (2-pentynyl chloride), C(C)(=O)OCC (ethyl acetate). The solvent is CO (methanol), CO (methanol). Product: ClC1=CC=C(C=C1)C(C(=O)NC1=C(C=CC=C1)C1=CC(=C(C=C1)OCC#CCC)OC)OCC#C (2-(4-chlorophenyl)-N-(3′-methoxy-4′-pent-2-ynyloxy-biphenyl-2-yl)-2-prop-2-ynyloxy-acetamide). Reaction SMILES: [Cl:1][C:2]1[CH:7]=[CH:6][C:5]([CH:8]([O:27][CH2:28][C:29]#[CH:30])[C:9]([NH:11][C:12]2[CH:17]=[CH:16][CH:15]=[CH:14][C:13]=2[C:18]2[CH:23]=[CH:22][C:21]([OH:24])=[C:20]([O:25][CH3:26])[CH:19]=2)=[O:10])=[CH:4][CH:3]=1.C[O-].[Na+].[CH2:34](Cl)[C:35]#[C:36][CH2:37][CH3:38].C(OCC)(=O)C>CO>[Cl:1][C:2]1[CH:3]=[CH:4][C:5]([CH:8]([O:27][CH2:28][C:29]#[CH:30])[C:9]([NH:11][C:12]2[CH:17]=[CH:16][CH:15]=[CH:14][C:13]=2[C:18]2[CH:23]=[CH:22][C:21]([O:24][CH2:34][C:35]#[C:36][CH2:37][CH3:38])=[C:20]([O:25][CH3:26])[CH:19]=2)=[O:10])=[CH:6][CH:7]=1 |f:1.2|. Procedure details: A solution of 1.3 g (3.1 mmol) 2-(4-chloro-phenyl)-N-(4′-hydroxy-3′-methoxy-biphenyl-2-yl)-2-prop-2-ynyloxy-acetamide, 6.0 ml (6.0 mmol) of a 1 M solution of sodium methoxide in methanol and 0.5 g (4.7 mmol) 2-pentynyl chloride in 50 ml of methanol is heated to reflux for 3 hours. After cooling, the reaction mixture is poured into ethyl acetate. The organic layer is washed with brine, dried over sodium sulfate and evaporated. The remaining product is subjected to flash-chromatography (ethyl acet...